From a dataset of the Open Reaction Database (ORD), a public repository of structured organic reaction records. describe an organic reaction: reactants, conditions, products, and yield Starting materials: Cc1c(N)cccc1B1OC(C)(C)C(C)(C)O1, CCN(C(C)C)C(C)C, O=C(Cl)Cl, ClCCl, Cl, FC(F)(F)C(OC1CNC1)C(F)(F)F. Yields the product Cc1c(NC(=O)N2CC(OC(C(F)(F)F)C(F)(F)F)C2)cccc1B1OC(C)(C)C(C)(C)O1. RXN SMILES: [CH3:5][c:6]1[c:7]([NH2:21])[cH:8][cH:9][cH:10][c:11]1[B:12]1[O:13][C:14]([CH3:19])([CH3:20])[C:15]([CH3:17])([CH3:18])[O:16]1.[CH:22]([N:23]([CH:24]([CH3:25])[CH3:26])[CH2:27][CH3:28])([CH3:29])[CH3:30].[Cl:1][C:2]([Cl:3])=[O:4].[Cl:46][CH2:47][Cl:48].[ClH:31].[F:32][C:33]([CH:34]([O:35][CH:36]1[CH2:37][NH:38][CH2:39]1)[C:40]([F:41])([F:42])[F:43])([F:44])[F:45]>>[C:2](=[O:4])([NH:21][c:7]1[c:6]([CH3:5])[c:11]([B:12]2[O:13][C:14]([CH3:19])([CH3:20])[C:15]([CH3:17])([CH3:18])[O:16]2)[cH:10][cH:9][cH:8]1)[N:38]1[CH2:37][CH:36]([O:35][CH:34]([C:33]([F:32])([F:44])[F:45])[C:40]([F:41])([F:42])[F:43])[CH2:39]1. Starting materials: CCCc1nc(C)c(Br)c(=O)n1Cc1ccc(-c2ccccc2C#N)cc1, O=C([O-])[O-], C1COCCO1, CCOC(C)=O, [Cs+], [Cs+], CC1(C)CC(O)c2cc(B(O)O)ccc2O1. Yields the product CCCc1nc(C)c(-c2ccc3c(c2)C(O)CC(C)(C)O3)c(=O)n1Cc1ccc(-c2ccccc2C#N)cc1. Reaction SMILES: [Br:17][c:18]1[c:19]([CH3:43])[n:20][c:21]([CH2:40][CH2:41][CH3:42])[n:22]([CH2:25][c:26]2[cH:27][cH:28][c:29](-[c:32]3[c:33]([C:38]#[N:39])[cH:34][cH:35][cH:36][cH:37]3)[cH:30][cH:31]2)[c:23]1=[O:24].[C:50](=[O:51])([O-:52])[O-:53].[CH2:44]1[O:45][CH2:46][CH2:47][O:48][CH2:49]1.[CH3:56][CH2:57][O:58][C:59](=[O:60])[CH3:61].[Cs+:54].[Cs+:55].[OH:1][CH:2]1[CH2:3][C:4]([CH3:15])([CH3:16])[O:5][c:6]2[cH:7][cH:8][c:9]([B:12]([OH:13])[OH:14])[cH:10][c:11]21>>[OH:1][CH:2]1[CH2:3][C:4]([CH3:15])([CH3:16])[O:5][c:6]2[cH:7][cH:8][c:9](-[c:18]3[c:19]([CH3:43])[n:20][c:21]([CH2:40][CH2:41][CH3:42])[n:22]([CH2:25][c:26]4[cH:27][cH:28][c:29](-[c:32]5[c:33]([C:38]#[N:39])[cH:34][cH:35][cH:36][cH:37]5)[cH:30][cH:31]4)[c:23]3=[O:24])[cH:10][c:11]21.